This data is from the Open Reaction Database (ORD), a public repository of structured organic reaction records. The task is: describe an organic reaction: reactants, conditions, products, and yield Reactants: [Al+3], C1CCOC1, [H-], [H-], [H-], [H-], [Li+], N#Cc1ccc2ccoc2c1. Product: NCc1ccc2ccoc2c1. As a reaction SMILES: [Al+3:13].[CH2:18]1[O:19][CH2:20][CH2:21][CH2:22]1.[H-:12].[H-:15].[H-:16].[H-:17].[Li+:14].[o:1]1[cH:2][cH:3][c:4]2[c:5]1[cH:6][c:7]([C:10]#[N:11])[cH:8][cH:9]2>>[o:1]1[cH:2][cH:3][c:4]2[c:5]1[cH:6][c:7]([CH2:10][NH2:11])[cH:8][cH:9]2. The reactants are C(\C=C\C)=O (crotonaldehyde), [N+](=O)([O-])C(C)C (2-Nitropropane), C1CCC2=NCCCN2CC1 (DBU), C(\C=C\C)=O (crotonaldehyde), C(\C=C\C)=O (crotonaldehyde), CCC[N+](=O)[O-] (1-NP). Conditions: time 6 hour. The product is CC(CC(C(CC)[N+](=O)[O-])O)C(CC)[N+](=O)[O-] (6-methyl-3,7-dinitrononan-4-ol). RXN SMILES: [N+:1]([CH:4]([CH3:6])C)([O-:3])=[O:2].[CH2:7]1CCN2C(=NCCC2)CC1.[CH:18](=[O:22])/[CH:19]=[CH:20]/[CH3:21].[CH3:23][CH2:24][CH2:25][N+:26]([O-:28])=[O:27]>>[CH3:21][CH:20]([CH:4]([N+:1]([O-:3])=[O:2])[CH2:6][CH3:7])[CH2:19][CH:18]([OH:22])[CH:25]([N+:26]([O-:28])=[O:27])[CH2:24][CH3:23]. Procedure details: A three neck round bottom flask equipped with a stir bar, thermocouple, dropping funnel capped with nitrogen inlet and condenser was charged with 2-Nitropropane (50 g, 0.56 mols, 5.0 equivalents) and catalytic amount of DBU. The deep yellow solution was mixed under nitrogen for about thirty minutes. To this mixture was added crotonaldehyde (7.9 g, 9.2 mL, 0.112 moles, 1.0 equivalent) drop-wise over a period of twenty minutes. The addition of crotonaldehyde in this case was done at room temperatu... Starting materials: CC(C)(C)[O-].[Na+] (NaOtBu), CC=1N=C(N2N=C(N=CC21)N)C2=CC(=CC=C2)C(F)(F)F (5-methyl-7-[3-(trifluoromethyl)phenyl]imidazo[5,1-f][1,2,4]triazin-2-amine), C(C)(C)(C)P(C1=C(C=CC=C1)C1=CC=CC=C1)C(C)(C)C (2-(Di-t-butylphosphino)biphenyl), CC=1N=C(N2N=C(N=CC21)N)C2=CC(=CC=C2)C(F)(F)F (5-methyl-7-[3-(trifluoromethyl)phenyl]imidazo[5,1-f][1,2,4]triazin-2-amine), BrC=1C=C(C=CC1OC)NC(C)=O (N-(3-bromo-4-methoxyphenyl)acetamide). Reagents/catalysts: C=1C=CC(=CC1)/C=C/C(=O)/C=C/C2=CC=CC=C2.C=1C=CC(=CC1)/C=C/C(=O)/C=C/C2=CC=CC=C2.C=1C=CC(=CC1)/C=C/C(=O)/C=C/C2=CC=CC=C2.[Pd].[Pd] (Pd2(dba)3). The solvent is O1CCOCC1 (1,4-dioxane). Yields the product COC1=C(C=C(C=C1)NC(C)=O)NC1=NN2C(C=N1)=C(N=C2C2=CC(=CC=C2)C(F)(F)F)C (N-[4-methoxy-3-({5-methyl-7-[3-(trifluoromethyl)phenyl]imidazo[5,1-f][1,2,4]triazin-2-yl}amino)phenyl]acetamide). Yield: 17.0%. As a reaction SMILES: [CH3:1][C:2]1[N:3]=[C:4]([C:12]2[CH:17]=[CH:16][CH:15]=[C:14]([C:18]([F:21])([F:20])[F:19])[CH:13]=2)[N:5]2[C:10]=1[CH:9]=[N:8][C:7]([NH2:11])=[N:6]2.Br[C:23]1[CH:24]=[C:25]([NH:31][C:32](=[O:34])[CH3:33])[CH:26]=[CH:27][C:28]=1[O:29][CH3:30].C(P(C(C)(C)C)C1C=CC=CC=1C1C=CC=CC=1)(C)(C)C.CC([O-])(C)C.[Na+]>O1CCOCC1.C1C=CC(/C=C/C(/C=C/C2C=CC=CC=2)=O)=CC=1.C1C=CC(/C=C/C(/C=C/C2C=CC=CC=2)=O)=CC=1.C1C=CC(/C=C/C(/C=C/C2C=CC=CC=2)=O)=CC=1.[Pd].[Pd]>[CH3:30][O:29][C:28]1[CH:27]=[CH:26][C:25]([NH:31][C:32](=[O:34])[CH3:33])=[CH:24][C:23]=1[NH:11][C:7]1[N:8]=[CH:9][C:10]2=[C:2]([CH3:1])[N:3]=[C:4]([C:12]3[CH:17]=[CH:16][CH:15]=[C:14]([C:18]([F:21])([F:19])[F:20])[CH:13]=3)[N:5]2[N:6]=1 |f:3.4,6.7.8.9.10|. Procedure: In a similar manner as described for Example 41, 5-methyl-7-[3-(trifluoromethyl)phenyl]imidazo[5,1-f][1,2,4]triazin-2-amine (intermediate 45) (0.025 g, 0.09 mmol), N-(3-bromo-4-methoxyphenyl)acetamide (0.044 g, 0.18 mmol), Pd2(dba)3 (0.008 g, 0.01 mmol), 2-(Di-t-butylphosphino)biphenyl (0.008 g, 0.03 mmol), and NaOtBu (0.011 g, 0.11 mmol) in 1,4-dioxane (1 mL) gave N-[4-methoxy-3-({5-methyl-7-[3-(trifluoromethyl)phenyl]imidazo[5,1-f][1,2,4]triazin-2-yl}amino)phenyl]acetamide (0.007 g) as a yello... Starting materials: C1(O)=CC(O)=CC=C1 (Resorcinol), CC(=O)[O-].[Na+] (NaOAc), B(F)(F)F.CCOCC (BF3.OEt2), C(C(C)C)(=O)O (isobutyric acid). Reaction conditions: temperature 90 celsius, time 4 hour. Yields the product OC1=C(C=CC(=C1)O)C(C(C)C)=O (1-(2,4-dihydroxy-phenyl)-2-methyl-propan-1-one). Reaction SMILES: [C:1]1([CH:8]=[CH:7][CH:6]=[C:4]([OH:5])[CH:3]=1)[OH:2].B(F)(F)F.CCOCC.[C:18](O)(=[O:22])[CH:19]([CH3:21])[CH3:20].CC([O-])=O.[Na+]>>[OH:2][C:1]1[CH:3]=[C:4]([OH:5])[CH:6]=[CH:7][C:8]=1[C:18](=[O:22])[CH:19]([CH3:21])[CH3:20] |f:1.2,4.5|. Procedure: Resorcinol (1 eq) was taken up in BF3.OEt2 (6 eq) and isobutyric acid (1 eq) added. The solution was heated for 1.5 hours at 90° C. than allowed to cool to room temperature. The solution was added drop wise to 10% NaOAc (aq) and allowed to stand for 4 hours, before being extracted in to EtOAc. The organic phases were combined and washed with sat. NaHCO3 (aq), then dried over magnesium sulfate, filtered and concentrated in vacuo to give 1-(2,4-dihydroxy-phenyl)-2-methyl-propan-1-one as a red oil ... Reactants: O.C1(=CC=C(C=C1)S(=O)(=O)N1[C@H](C(=O)O)CCC1)C (N-(Toluene-4-sulfonyl)-L-proline hydrate), methyl ester, [Li+].[OH-] (LiOH), Cl.COC([C@@H](N)CC1=CC2=CC=CC=C2C=C1)=O (β-(2-naphthyl)-L-alanine methyl ester hydrochloride). The solvent is C1CCOC1.O (THF water). Yields the product C1(=CC=C(C=C1)S(=O)(=O)N1[C@H](C(=O)N[C@@H](CC2=CC3=CC=CC=C3C=C2)C(=O)O)CCC1)C (N-(Toluene-4-sulfonyl)-L-prolyl-β-(2-naphthyl)-L-alanine). As a reaction SMILES: O.[C:2]1([CH3:19])[CH:7]=[CH:6][C:5]([S:8]([N:11]2[CH2:18][CH2:17][CH2:16][C@H:12]2[C:13]([OH:15])=O)(=[O:10])=[O:9])=[CH:4][CH:3]=1.Cl.C[O:22][C:23](=[O:37])[C@H:24]([CH2:26][C:27]1[CH:36]=[CH:35][C:34]2[C:29](=[CH:30][CH:31]=[CH:32][CH:33]=2)[CH:28]=1)[NH2:25].[Li+].[OH-]>C1COCC1.O>[C:2]1([CH3:19])[CH:3]=[CH:4][C:5]([S:8]([N:11]2[CH2:18][CH2:17][CH2:16][C@H:12]2[C:13]([NH:25][C@H:24]([C:23]([OH:37])=[O:22])[CH2:26][C:27]2[CH:36]=[CH:35][C:34]3[C:29](=[CH:30][CH:31]=[CH:32][CH:33]=3)[CH:28]=2)=[O:15])(=[O:9])=[O:10])=[CH:6][CH:7]=1 |f:0.1,2.3,4.5,6.7|. Reported procedure: N-(Toluene-4-sulfonyl)-L-proline hydrate was coupled to β-(2-naphthyl)-L-alanine methyl ester hydrochloride using the procedure described in Method 3. The title compound was prepared via hydrolysis of the methyl ester using LiOH in THF/water.